Task: describe an organic reaction: reactants, conditions, products, and yield. Dataset: the Open Reaction Database (ORD), a public repository of structured organic reaction records The reactants are FCC(=O)NC1=C(C(=O)NC2=C(C=C(C=C2)OC)C)C=C(C=C1)[N+](=O)[O-] (N-(2-fluoroacetamido-5-nitrobenzoyl)-2-methyl-4-methoxyaniline), B(F)(F)F.CCOCC (boron trifluoride etherate). The solvent is C(C)(=O)O (acetic acid). Product: FCC1=NC2=CC=C(C=C2C(N1C1=C(C=C(C=C1)OC)C)=O)[N+](=O)[O-] (2-fluoromethyl-3-(2-methyl-4-methoxyphenyl)-6-nitro-4(3H)-quinazolinone). The yield is 86.8%. Reaction SMILES: [F:1][CH2:2][C:3]([NH:5][C:6]1[CH:23]=[CH:22][C:21]([N+:24]([O-:26])=[O:25])=[CH:20][C:7]=1[C:8]([NH:10][C:11]1[CH:16]=[CH:15][C:14]([O:17][CH3:18])=[CH:13][C:12]=1[CH3:19])=[O:9])=O.B(F)(F)F.CCOCC>C(O)(=O)C>[F:1][CH2:2][C:3]1[N:10]([C:11]2[CH:16]=[CH:15][C:14]([O:17][CH3:18])=[CH:13][C:12]=2[CH3:19])[C:8](=[O:9])[C:7]2[C:6](=[CH:23][CH:22]=[C:21]([N+:24]([O-:26])=[O:25])[CH:20]=2)[N:5]=1 |f:1.2|. Procedure: 4.0 g of N-(2-fluoroacetamido-5-nitrobenzoyl)-2-methyl-4-methoxyaniline, 3.5 g of boron trifluoride etherate and 30 ml of acetic acid are treated in the same manner as described in Example 1-(2)l, whereby 3.3 g of 2-fluoromethyl-3-(2-methyl-4-methoxyphenyl)-6-nitro-4(3H)-quinazolinone are obtained as yellow prisms. Starting materials: ClC1=C(C(=O)C2=C(C(=O)O)C=CC=C2)C=CC(=C1)N(CC)CC (2-(2-chloro-4-(diethylamino)benzoyl)benzoic acid), C(C)N(C1=CC(=CC=C1)N(CC)CC)CC (N,N,N',N'-tetraethyl-m-phenylenediamine), C(C)(=O)OC(C)=O (acetic anhydride). Solvent: CO (methanol). Run at time 8 hour. Yields the product C(C)N(C1=C(C=CC(=C1)N(CC)CC)C1(OC(=O)C2=CC=CC=C12)C1=C(C=C(C=C1)N(CC)CC)Cl)CC (3-(2,4-bis(diethylamino)phenyl)-3-(2-chloro-4-(diethylamino)phenyl)phthalide). The yield is 37.8%. Reaction SMILES: [Cl:1][C:2]1[CH:18]=[C:17]([N:19]([CH2:22][CH3:23])[CH2:20][CH3:21])[CH:16]=[CH:15][C:3]=1[C:4]([C:6]1[CH:14]=[CH:13][CH:12]=[CH:11][C:7]=1[C:8](O)=[O:9])=[O:5].[CH2:24]([N:26]([CH2:38][CH3:39])[C:27]1[CH:32]=[CH:31][CH:30]=[C:29]([N:33]([CH2:36][CH3:37])[CH2:34][CH3:35])[CH:28]=1)[CH3:25].C(OC(=O)C)(=O)C>CO>[CH2:34]([N:33]([CH2:36][CH3:37])[C:29]1[CH:28]=[C:27]([N:26]([CH2:24][CH3:25])[CH2:38][CH3:39])[CH:32]=[CH:31][C:30]=1[C:4]1([C:3]2[CH:15]=[CH:16][C:17]([N:19]([CH2:22][CH3:23])[CH2:20][CH3:21])=[CH:18][C:2]=2[Cl:1])[C:6]2[C:7](=[CH:11][CH:12]=[CH:13][CH:14]=2)[C:8](=[O:9])[O:5]1)[CH3:35]. Reported procedure: A mixture of 2-(2-chloro-4-(diethylamino)benzoyl)benzoic acid (6.61 g.), N,N,N',N'-tetraethyl-m-phenylenediamine (4.30 g.) and acetic anhydride (5 ml.) was allowed to stand overnight at room temperature, then diluted with methanol (10 ml.), affording 3-(2,4-bis(diethylamino)phenyl)-3-(2-chloro-4-(diethylamino)phenyl)phthalide (I: X=Y4 =(CH3CH2)2N, Y2 =Cl, Z4 =Z5 =Z6 =Z7 =H) (3.94 g., m.p. 141°-143° C.). Starting materials: ClC=1C=C(C=CC1)CN1C2=CC=CC(=C2C=2C(=CC=CC12)O)C(=O)OC (9-[(3-chlorophenyl)methyl]-4-hydroxy-5-carbomethoxy carbazole), [OH-].[NH4+] (ammonium hydroxide), Cl (HCl). Solvent: C(C)(=O)OCC (ethyl acetate), C1CCOC1 (THF). Product: ClC=1C=C(C=CC1)CN1C2=CC=CC(=C2C=2C(=CC=CC12)O)C(N)=O (9-[(3-chlorophenyl)methyl]-4-hydroxy-5-carbamoyl carbazole). Yield: 47.0%. Reaction SMILES: [Cl:1][C:2]1[CH:3]=[C:4]([CH2:8][N:9]2[C:21]3[CH:20]=[CH:19][CH:18]=[C:17]([OH:22])[C:16]=3[C:15]3[C:10]2=[CH:11][CH:12]=[CH:13][C:14]=3[C:23]([O:25]C)=O)[CH:5]=[CH:6][CH:7]=1.Cl.[OH-].[NH4+:29]>C1COCC1.C(OCC)(=O)C>[Cl:1][C:2]1[CH:3]=[C:4]([CH2:8][N:9]2[C:21]3[CH:20]=[CH:19][CH:18]=[C:17]([OH:22])[C:16]=3[C:15]3[C:10]2=[CH:11][CH:12]=[CH:13][C:14]=3[C:23](=[O:25])[NH2:29])[CH:5]=[CH:6][CH:7]=1 |f:2.3|. Procedure: A solution of the 9-[(3-chlorophenyl)methyl]-4-hydroxy-5-carbomethoxy carbazole (156.2 mg, 0.43 mM) in 5 mL THF and 20 mL concentrated aqueous ammonium hydroxide was sonicated for 5 hours at 40-50° C. The mixture was diluted with ethyl acetate and acidified to pH 1 with 5 N HCl. The aqueous layer was extracted twice with ethyl acetate. The combined organic extracts were washed with saturated brine, dried over magnesium sulfate, filtered, and concentrated. The residue was purified by column chrom... Reactants: BrC1=CC2=C(N1C(C)C)C(N(C2=O)C2CCOCC2)C2=CC=C(C=C2)Cl (2-bromo-6-(4-chloro-phenyl)-1-isopropyl-5-(tetrahydro-pyran-4-yl)-5,6-dihydro-1H-pyrrolo[3,4-b]pyrrol-4-one), BrC1=CC2=C(N1C(C)C)C(N(C2=O)C2=C(C=CC(=C2)Cl)C)C2=CC=C(C=C2)Cl (2-bromo-5-(5-chloro-2-methyl-phenyl)-6-(4-chloro-phenyl)-1-isopropyl-5,6-dihydro-1H-pyrrolo[3,4-b]pyrrol-4-one), C(#N)C=1C=CC(=C(C1)B(O)O)OC (5-cyano-2-methoxyphenylboronic acid), BrC1=CC2=C(N1C(C)C)C(N(C2=O)C2CCOCC2)C2=CC=C(C=C2)Cl (2-bromo-6-(4-chloro-phenyl)-1-isopropyl-5-(tetrahydro-pyran-4-yl)-5,6-dihydro-1H-pyrrolo[3,4-b]pyrrol-4-one), COC1=C(C=CC=C1)B(O)O (2-methoxyphenylboronic acid). Product: ClC1=CC=C(C=C1)C1N(C(C2=C1N(C(=C2)C2=C(C=CC=C2)OC)C(C)C)=O)C2CCOCC2 (6-(4-Chloro-phenyl)-1-isopropyl-2-(2-methoxy-phenyl)-5-(tetrahydro-pyran-4-yl)-5,6-dihydro-1H-pyrrolo[3,4-b]pyrrol-4-one). RXN SMILES: Br[C:2]1[N:6]([CH:7]([CH3:9])[CH3:8])[C:5]2[CH:10]([C:20]3[CH:25]=[CH:24][C:23]([Cl:26])=[CH:22][CH:21]=3)[N:11]([CH:14]3[CH2:19][CH2:18][O:17][CH2:16][CH2:15]3)[C:12](=[O:13])[C:4]=2[CH:3]=1.[CH3:27][O:28][C:29]1[CH:34]=[CH:33][CH:32]=[CH:31][C:30]=1B(O)O.BrC1N(C(C)C)C2C(C3C=CC(Cl)=CC=3)N(C3C=C(Cl)C=CC=3C)C(=O)C=2C=1.C(C1C=CC(OC)=C(B(O)O)C=1)#N>>[Cl:26][C:23]1[CH:24]=[CH:25][C:20]([CH:10]2[C:5]3[N:6]([CH:7]([CH3:9])[CH3:8])[C:2]([C:30]4[CH:31]=[CH:32][CH:33]=[CH:34][C:29]=4[O:28][CH3:27])=[CH:3][C:4]=3[C:12](=[O:13])[N:11]2[CH:14]2[CH2:19][CH2:18][O:17][CH2:16][CH2:15]2)=[CH:21][CH:22]=1. Reported procedure: The title compound was prepared in analogy to the procedure described for Example 17 but 2-bromo-6-(4-chloro-phenyl)-1-isopropyl-5-(tetrahydro-pyran-4-yl)-5,6-dihydro-1H-pyrrolo[3,4-b]pyrrol-4-one (Intermediate G) and 2-methoxyphenylboronic acid were used instead of 2-bromo-5-(5-chloro-2-methyl-phenyl)-6-(4-chloro-phenyl)-1-isopropyl-5,6-dihydro-1H-pyrrolo[3,4-b]pyrrol-4-one and 5-cyano-2-methoxyphenylboronic acid respectively. The title compound was obtained as a white solid. tR=7.34 min (HPLC ... The reactants are ClC1=CC2=C(NC(=N2)CN(C(OC(C)(C)C)=O)C)C=C1Cl (tert-butyl [(5,6-dichloro-1H-benzimidazol-2-yl)methyl]methylcarbamate), CN(C)C=O (DMF), BrCC(=O)OCC (ethyl bromoacetate), C(=O)([O-])[O-].[K+].[K+] (K2CO3). Solvent: CCOC(=O)C (EtOAc). Conditions: temperature 70 celsius, time 2 hour. Product: C(C)(C)(C)OC(=O)N(C)CC1=NC2=C(N1CC(=O)OCC)C=C(C(=C2)Cl)Cl (ethyl (2-{[(tert-butoxycarbonyl)(methyl)amino]methyl}-5,6-dichloro-1H-benzimidazol-1-yl)acetate). As a reaction SMILES: [Cl:1][C:2]1[C:20]([Cl:21])=[CH:19][C:5]2[NH:6][C:7]([CH2:9][N:10]([CH3:18])[C:11](=[O:17])[O:12][C:13]([CH3:16])([CH3:15])[CH3:14])=[N:8][C:4]=2[CH:3]=1.CN(C=O)C.Br[CH2:28][C:29]([O:31][CH2:32][CH3:33])=[O:30].C([O-])([O-])=O.[K+].[K+]>CCOC(C)=O>[C:13]([O:12][C:11]([N:10]([CH2:9][C:7]1[N:6]([CH2:28][C:29]([O:31][CH2:32][CH3:33])=[O:30])[C:5]2[CH:19]=[C:20]([Cl:21])[C:2]([Cl:1])=[CH:3][C:4]=2[N:8]=1)[CH3:18])=[O:17])([CH3:16])([CH3:14])[CH3:15] |f:3.4.5|. Procedure: To a mixture of tert-butyl [(5,6-dichloro-1H-benzimidazol-2-yl)methyl]methylcarbamate (400 mg) and DMF (4 mL) were added ethyl bromoacetate (201 μL) and K2CO3 (335 mg), followed by heating and stirring at 70° C. for 2 hours. The reaction mixture was diluted with EtOAc, washed with water and brine in this order, dried over MgSO4, and then concentrated under reduced pressure. The residue was purified by silica gel column chromatography (eluent: Hex/EtOAc=50/50-0/100) to obtain ethyl (2-{[(tert-but... Starting materials: COC([C@@H](NC(C1=C(C=C(C=C1)C#C)C1=CC=CC=C1)=O)CCSC)=O ((4-Ethynyl-2-phenylbenzoyl)methionine methyl ester), BrC=1N=CNC1 (4-bromoimidazole), C(C)NCC (diethylamine). Reagents/catalysts: C(C)(=O)[O-].C(C)(=O)[O-].[Pd+2].C1(=CC=CC=C1)P(C1=CC=CC=C1)C1=CC=CC=C1.C1(=CC=CC=C1)P(C1=CC=CC=C1)C1=CC=CC=C1 (bis(triphenylphosphine) palladium diacetate), [Cu]I (copper(I) iodide). Run in C1(=CC=CC=C1)C (toluene). Product: COC([C@@H](NC(C1=C(C=C(C=C1)C#CC=1NC=CN1)C1=CC=CC=C1)=O)CCSC)=O ({4-[2-(Imidazol-2-yl)ethynyl]-2-phenylbenzoyl}-methionine methyl ester). RXN SMILES: [CH3:1][O:2][C:3](=[O:26])[C@H:4]([CH2:22][CH2:23][S:24][CH3:25])[NH:5][C:6](=[O:21])[C:7]1[CH:12]=[CH:11][C:10]([C:13]#[CH:14])=[CH:9][C:8]=1[C:15]1[CH:20]=[CH:19][CH:18]=[CH:17][CH:16]=1.Br[C:28]1[N:29]=[CH:30][NH:31][CH:32]=1.C(NCC)C>C1(C)C=CC=CC=1.C([O-])(=O)C.C([O-])(=O)C.[Pd+2].C1(P(C2C=CC=CC=2)C2C=CC=CC=2)C=CC=CC=1.C1(P(C2C=CC=CC=2)C2C=CC=CC=2)C=CC=CC=1.[Cu]I>[CH3:1][O:2][C:3](=[O:26])[C@H:4]([CH2:22][CH2:23][S:24][CH3:25])[NH:5][C:6](=[O:21])[C:7]1[CH:12]=[CH:11][C:10]([C:13]#[C:14][C:30]2[NH:29][CH:28]=[CH:32][N:31]=2)=[CH:9][C:8]=1[C:15]1[CH:20]=[CH:19][CH:18]=[CH:17][CH:16]=1 |f:4.5.6.7.8|. Procedure: The resultant product from Example 47A (5 mmol) is mixed with 4-bromoimidazole (5 mmol), diethylamine (1 mL), bis(triphenylphosphine) palladium diacetate (0.1 mmol) and copper(I) iodide (0.1 mmol) in toluene. The mixture is stied at 25° C. until TLC analysis indicates the reaction is complete. The reaction mixture is concentrated in vacuo, and the residue is purified with column chromatography on silica gel to give the title product. Starting materials: S(=O)(=O)(OC)OC (dimethyl sulfate), Cl.C(N)(=O)[C@H]1NC[C@H](C1)SCC1=CC=C(C=C1)OC ((2S,4S)-2-carbamoyl-4-(4-methoxybenzylthio)pyrrolidine hydrochloride), [OH-].[Na+] (sodium hydroxide). Run in O1CCOCC1 (dioxane). Reaction conditions: time 1 hour. Yields the product C(N)(=O)[C@H]1N(C[C@H](C1)SCC1=CC=C(C=C1)OC)C ((2S,4S)-2-Carbamoyl-4-(4-methoxybenzylthio)-1-methylpyrrolidine). Reaction SMILES: S(OC)(O[CH3:5])(=O)=O.Cl.[C:9]([C@@H:12]1[CH2:16][C@H:15]([S:17][CH2:18][C:19]2[CH:24]=[CH:23][C:22]([O:25][CH3:26])=[CH:21][CH:20]=2)[CH2:14][NH:13]1)(=[O:11])[NH2:10].[OH-].[Na+]>O1CCOCC1>[C:9]([C@@H:12]1[CH2:16][C@H:15]([S:17][CH2:18][C:19]2[CH:20]=[CH:21][C:22]([O:25][CH3:26])=[CH:23][CH:24]=2)[CH2:14][N:13]1[CH3:5])(=[O:11])[NH2:10] |f:1.2,3.4|. Procedure details: 10.86 ml of dimethyl sulfate were added to a solution of 30 g of (2S,4S)-2-carbamoyl-4-(4-methoxybenzylthio)pyrrolidine hydrochloride in a mixture of 36 ml of 20% w/v aqueous solution of sodium hydroxide and 470 ml of dioxane, and the resulting mixture was stirred at a temperature of between 22° C. and 23° C. for 1 hour. At the end of this time, the reaction mixture was concentrated by evaporation under reduced pressure, and the resulting residue was extracted with 2 liters of ethyl acetate. The... Reactants: C([C@H](C)CCC[C@@H](C)[C@H]1CC[C@H]2[C@@H]3CC=C4C[C@H](CC[C@]4(C)[C@H]3CC[C@]12C)O)O ((25R)-Cholest-5-ene-3β,26-diol), N1C=NC=C1 (imidazole), [Si](C)(C)(C(C)(C)C)Cl (tert-butyldimethylsilylchloride), CN(C=O)C (dimethylformamide). Run in O (water). Conditions: temperature 60 celsius. Product: [Si](C)(C)(C(C)(C)C)OC[C@H](C)CCC[C@@H](C)[C@H]1CC[C@H]2[C@@H]3CC=C4C[C@H](CC[C@]4(C)[C@H]3CC[C@]12C)O ((25R)-26-(tert-butyldimethylsilyloxy)cholest-5-en-3β-ol). Yield: 63.9%. Reaction SMILES: [CH2:1]([OH:29])[C@@H:2]([CH2:4][CH2:5][CH2:6][C@H:7]([C@@H:9]1[C@:26]2([CH3:27])[C@H:12]([C@H:13]3[C@H:23]([CH2:24][CH2:25]2)[C@:21]2([CH3:22])[C:16]([CH2:17][C@@H:18]([OH:28])[CH2:19][CH2:20]2)=[CH:15][CH2:14]3)[CH2:11][CH2:10]1)[CH3:8])[CH3:3].N1C=CN=C1.[Si:35](Cl)([C:38]([CH3:41])([CH3:40])[CH3:39])([CH3:37])[CH3:36].CN(C)C=O>O>[Si:35]([O:29][CH2:1][C@@H:2]([CH2:4][CH2:5][CH2:6][C@H:7]([C@@H:9]1[C@:26]2([CH3:27])[C@H:12]([C@H:13]3[C@H:23]([CH2:24][CH2:25]2)[C@:21]2([CH3:22])[C:16]([CH2:17][C@@H:18]([OH:28])[CH2:19][CH2:20]2)=[CH:15][CH2:14]3)[CH2:11][CH2:10]1)[CH3:8])[CH3:3])([C:38]([CH3:41])([CH3:40])[CH3:39])([CH3:37])[CH3:36]. Procedure: A mixture of (25R)-Cholest-5-ene-3β,26-diol (6.24 g, 15.4 mmol), imidazole (4.21 g, 61 mmol) and tert-butyldimethylsilylchloride (2.34 g, 15.4 mmol) and dimethylformamide was heated to 60° C. for 1.5 hours, then poured into water (300 ml) and extracted with diethyl ether (5×100 ml). Flash chromatography afforded (25R)-26-(tert-butyldimethylsilyloxy)cholest-5-en-3β-ol (5.09 g). Melting point: 93.5° C. The 1H-NMR spectrum (CDCl3, d) showed characteristic signals at: 0.01 (s, 6H), 0.63 (s, 3H), 0.9...